Task: describe an organic reaction: reactants, conditions, products, and yield. Dataset: the Open Reaction Database (ORD), a public repository of structured organic reaction records The reactants are CC=1NC(=C(C(C1C1=NC(=NO1)CN(C)CC1=CC=CC=C1)C1=CC(=CC=C1)[N+](=O)[O-])C(=O)OCCC#N)C (2-cyanoethyl 1,4-dihydro-2,6-dimetyl-3-[3-(N-benzyl-N-methylamino)methyl-1,2,4-oxadiazol-5-yl]-4-(3-nitrophenyl)pyridine-5-carboxylate), [OH-].[Na+] (sodium hydroxide). Run in COCCOC (ethylene glycol dimethyl ether), O (water), O (water). Conditions: time 7 hour. Yields the product CC=1NC(=C(C(C1C1=NC(=NO1)CN(C)CC1=CC=CC=C1)C1=CC(=CC=C1)[N+](=O)[O-])C(=O)O)C (1,4-dihydro-2,6-dimethyl-3-[3-(N-benzyl-N-methylamino)methyl-1,2,4-oxadiazol-5-yl]-4-(3-nitrophenyl)pyridine-5-carboxylic acid). The yield is 75.0%. Reaction SMILES: [CH3:1][C:2]1[NH:3][C:4]([CH3:39])=[C:5]([C:32]([O:34]CCC#N)=[O:33])[CH:6]([C:23]2[CH:28]=[CH:27][CH:26]=[C:25]([N+:29]([O-:31])=[O:30])[CH:24]=2)[C:7]=1[C:8]1[O:12][N:11]=[C:10]([CH2:13][N:14]([CH2:16][C:17]2[CH:22]=[CH:21][CH:20]=[CH:19][CH:18]=2)[CH3:15])[N:9]=1.[OH-].[Na+]>COCCOC.O>[CH3:1][C:2]1[NH:3][C:4]([CH3:39])=[C:5]([C:32]([OH:34])=[O:33])[CH:6]([C:23]2[CH:28]=[CH:27][CH:26]=[C:25]([N+:29]([O-:31])=[O:30])[CH:24]=2)[C:7]=1[C:8]1[O:12][N:11]=[C:10]([CH2:13][N:14]([CH2:16][C:17]2[CH:22]=[CH:21][CH:20]=[CH:19][CH:18]=2)[CH3:15])[N:9]=1 |f:1.2|. Reported procedure: To a stirred solution of 1.06 g of 2-cyanoethyl 1,4-dihydro-2,6-dimetyl-3-[3-(N-benzyl-N-methylamino)methyl-1,2,4-oxadiazol-5-yl]-4-(3-nitrophenyl)pyridine-5-carboxylate in 5 ml of ethylene glycol dimethyl ether was added a solution of 240 mg of sodium hydroxide in 10 ml of water. The reaction mixture was stirred at room temperature for 7 hours and then diluted by adding 5 ml of water. The mixture was washed with three 20 ml portions of methylene chloride and then acidified with dilute hydrochlo... The reactants are CC1=C(C(=NO1)C1=CC=CC=C1)C=1N=C2N(C=CC(=C2)N)C1 (2-(5-methyl-3-phenyl-isoxazol-4-yl)-imidazo[1,2-a]pyridin-7-ylamine), C(C1=CN=CC=C1)(=O)O (nicotinic acid). The product is CC1=C(C(=NO1)C1=CC=CC=C1)C=1N=C2N(C=CC(=C2)NC(C2=CN=CC=C2)=O)C1 (N-[2-(5-Methyl-3-phenyl-isoxazol-4-yl)-imidazo[1,2-a]pyridin-7-yl]-nicotinamide). Isolated yield 14.0%. Reaction SMILES: [CH3:1][C:2]1[O:6][N:5]=[C:4]([C:7]2[CH:12]=[CH:11][CH:10]=[CH:9][CH:8]=2)[C:3]=1[C:13]1[N:14]=[C:15]2[CH:20]=[C:19]([NH2:21])[CH:18]=[CH:17][N:16]2[CH:22]=1.[C:23](O)(=[O:30])[C:24]1[CH:29]=[CH:28][CH:27]=[N:26][CH:25]=1>>[CH3:1][C:2]1[O:6][N:5]=[C:4]([C:7]2[CH:8]=[CH:9][CH:10]=[CH:11][CH:12]=2)[C:3]=1[C:13]1[N:14]=[C:15]2[CH:20]=[C:19]([NH:21][C:23](=[O:30])[C:24]3[CH:29]=[CH:28][CH:27]=[N:26][CH:25]=3)[CH:18]=[CH:17][N:16]2[CH:22]=1. Procedure details: As described for Example 48, 2-(5-methyl-3-phenyl-isoxazol-4-yl)-imidazo[1,2-a]pyridin-7-ylamine (92 mg, 0.32 mmol) was converted, using nicotinic acid instead of cyclopropanecarboxylic acid, to the title compound (19.4 mg, 14%) which was obtained as an off-white solid. MS: m/e=396.0 [M+H]+. Starting materials: N([C@@H](CC1=CC=C(C=C1)O)C(=O)N[C@H](CC(C)C)C(=O)NCC(=O)N[C@@H](CC1=CC=CC=C1)C(=O)NNC(=O)C)C(=O)OCC1=CC=CC=C1 (Z-Tyr-(D)-Leu-Gly-Phe-NH-NH-CO-CH3), ofacetic acid. Reagents/catalysts: [Pd] (palladium black). Run in CO (MeOH). Yields the product N[C@@H](CC1=CC=C(C=C1)O)C(=O)N[C@H](CC(C)C)C(=O)NCC(=O)N[C@@H](CC1=CC=CC=C1)C(=O)NNC(=O)C (H-Tyr-(D)-Leu-Gly-Phe-NH-NH-CO-CH3). Reaction SMILES: [NH:1](C(OCC1C=CC=CC=1)=O)[C@H:2]([C:11]([NH:13][C@@H:14]([C:19]([NH:21][CH2:22][C:23]([NH:25][C@H:26]([C:34]([NH:36][NH:37][C:38]([CH3:40])=[O:39])=[O:35])[CH2:27][C:28]1[CH:33]=[CH:32][CH:31]=[CH:30][CH:29]=1)=[O:24])=[O:20])[CH2:15][CH:16]([CH3:18])[CH3:17])=[O:12])[CH2:3][C:4]1[CH:9]=[CH:8][C:7]([OH:10])=[CH:6][CH:5]=1>CO.[Pd]>[NH2:1][C@H:2]([C:11]([NH:13][C@@H:14]([C:19]([NH:21][CH2:22][C:23]([NH:25][C@H:26]([C:34]([NH:36][NH:37][C:38]([CH3:40])=[O:39])=[O:35])[CH2:27][C:28]1[CH:33]=[CH:32][CH:31]=[CH:30][CH:29]=1)=[O:24])=[O:20])[CH2:15][CH:16]([CH3:17])[CH3:18])=[O:12])[CH2:3][C:4]1[CH:9]=[CH:8][C:7]([OH:10])=[CH:6][CH:5]=1. Procedure: In 50 ml of MeOH is dissolved 500 ml of Z-Tyr-(D)-Leu-Gly-Phe-NH-NH-CO-CH3, and following addition of 1 ml ofacetic acid, catalytic reduction is carried out with palladium black as thecatalyst. The catalyst is filtered off, the solvent is distilled off, the residue is treated with water and the insolubles are filtered off. The filtrate is lyophilized and the resulting powders are put on a column of Sephadex LH-20 (2.5×120 cm). The reactants are FC1=CC=C(C=C1)N=C=S (4-fluorophenylisothiocyanate), C(C)(C)(C)OC(=O)C1=NC=CC(=C1)OC1=CC(=C(C=C1)NC)N (4-(3-Amino-4-methylamino-phenoxy)-pyridine-2-carboxylic acid tert-butyl ester), Ferric chloride. Run in CO (MeOH). Run at time 8 hour. The product is C(C)(C)(C)OC(=O)C1=NC=CC(=C1)OC1=CC2=C(N(C(=N2)NC2=CC=C(C=C2)F)C)C=C1 (4-[2-(4-Fluoro-phenylamino)-1-methyl-1H-benzoimidazol-5-yloxy]-pyridine-2-carboxylic acid tert-butyl ester). RXN SMILES: [F:1][C:2]1[CH:7]=[CH:6][C:5]([N:8]=[C:9]=S)=[CH:4][CH:3]=1.[C:11]([O:15][C:16]([C:18]1[CH:23]=[C:22]([O:24][C:25]2[CH:30]=[CH:29][C:28]([NH:31][CH3:32])=[C:27]([NH2:33])[CH:26]=2)[CH:21]=[CH:20][N:19]=1)=[O:17])([CH3:14])([CH3:13])[CH3:12]>CO>[C:11]([O:15][C:16]([C:18]1[CH:23]=[C:22]([O:24][C:25]2[CH:30]=[CH:29][C:28]3[N:31]([CH3:32])[C:9]([NH:8][C:5]4[CH:6]=[CH:7][C:2]([F:1])=[CH:3][CH:4]=4)=[N:33][C:27]=3[CH:26]=2)[CH:21]=[CH:20][N:19]=1)=[O:17])([CH3:14])([CH3:12])[CH3:13]. Procedure: A round bottom flask was charged with 4-fluorophenylisothiocyanate (1 eq), 4-(3-Amino-4-methylamino-phenoxy)-pyridine-2-carboxylic acid tert-butyl ester (1 eq), and MeOH. The reaction was maintained stirring at room temperature overnight. Ferric chloride, (1.5 eq) was added and the resulting mixture was stirred overnight. The reaction was partitioned with EtOAc and water, and filtered through Celite. The layers were separated and the aqueous phase was neutralized with saturated Na2CO3 solution. ... The reactants are CCc1cc(NC(=O)NCC2CCCN(C(=O)OC(C)(C)C)C2)cc(-c2nnnn2C)c1, CCOC(C)=O, Cl, C1COCCO1. Yields the product Cl, CCc1cc(NC(=O)NCC2CCCNC2)cc(-c2nnnn2C)c1. Reaction SMILES: [C:1]([O:2][C:3](=[O:4])[N:8]1[CH2:9][CH:10]([CH2:14][NH:15][C:16](=[O:17])[NH:18][c:19]2[cH:20][c:21]([CH2:31][CH3:32])[cH:22][c:23](-[c:25]3[n:26][n:27][n:28][n:29]3[CH3:30])[cH:24]2)[CH2:11][CH2:12][CH2:13]1)([CH3:5])([CH3:6])[CH3:7].[CH3:40][CH2:41][O:42][C:43](=[O:44])[CH3:45].[ClH:33].[O:34]1[CH2:35][CH2:36][O:37][CH2:38][CH2:39]1>>[ClH:33].[NH:8]1[CH2:9][CH:10]([CH2:14][NH:15][C:16](=[O:17])[NH:18][c:19]2[cH:20][c:21]([CH2:31][CH3:32])[cH:22][c:23](-[c:25]3[n:26][n:27][n:28][n:29]3[CH3:30])[cH:24]2)[CH2:11][CH2:12][CH2:13]1. The reactants are CCOCC, COc1ccc(F)cc1C(C)(C)CC1(C(F)(F)F)CO1, c1ccc2c(c1)NCCN2, CN(C)C=O. The product is COc1ccc(F)cc1C(C)(C)CC(O)(CN1CCNc2ccccc21)C(F)(F)F. RXN SMILES: [CH3:36][CH2:37][O:38][CH2:39][CH3:40].[F:1][c:2]1[cH:3][cH:4][c:5]([O:19][CH3:20])[c:6]([C:8]([CH2:9][C:10]2([C:13]([F:14])([F:15])[F:16])[O:11][CH2:12]2)([CH3:17])[CH3:18])[cH:7]1.[NH:21]1[CH2:22][CH2:23][NH:24][c:25]2[cH:26][cH:27][cH:28][cH:29][c:30]21.[O:31]=[CH:32][N:33]([CH3:34])[CH3:35]>>[F:1][c:2]1[cH:3][cH:4][c:5]([O:19][CH3:20])[c:6]([C:8]([CH2:9][C:10]([OH:11])([CH2:12][N:21]2[CH2:22][CH2:23][NH:24][c:25]3[cH:26][cH:27][cH:28][cH:29][c:30]32)[C:13]([F:14])([F:15])[F:16])([CH3:17])[CH3:18])[cH:7]1. Reactants: O (water), Cl (HCl), O=C1N(C=NC2=CC=C(C=C12)C#CCC1=CC=CC=C1)CC1=CC=C(C(=O)OC)C=C1 (Methyl 4-[4-Oxo-6-(3-phenyl-prop-1-ynyl)-4H-quinazolin-3-ylmethyl]-benzoate), [Li+].[OH-] (LiOH). The solvent is C1CCOC1 (THF), CCOC(=O)C (EtOAc). Product: O=C1N(C=NC2=CC=C(C=C12)C=C=CC1=CC=CC=C1)CC1=CC=C(C(=O)O)C=C1 (4-[4-Oxo-6-(3-phenyl-propa-1,2-dienyl)-4H-quinazolin-3-ylmethyl]-benzoic acid). The yield is 29.6%. As a reaction SMILES: [O:1]=[C:2]1[C:11]2[C:6](=[CH:7][CH:8]=[C:9]([C:12]#[C:13][CH2:14][C:15]3[CH:20]=[CH:19][CH:18]=[CH:17][CH:16]=3)[CH:10]=2)[N:5]=[CH:4][N:3]1[CH2:21][C:22]1[CH:31]=[CH:30][C:25]([C:26]([O:28]C)=[O:27])=[CH:24][CH:23]=1.O.[Li+].[OH-].Cl>C1COCC1.CCOC(C)=O>[O:1]=[C:2]1[C:11]2[C:6](=[CH:7][CH:8]=[C:9]([CH:12]=[C:13]=[CH:14][C:15]3[CH:20]=[CH:19][CH:18]=[CH:17][CH:16]=3)[CH:10]=2)[N:5]=[CH:4][N:3]1[CH2:21][C:22]1[CH:23]=[CH:24][C:25]([C:26]([OH:28])=[O:27])=[CH:30][CH:31]=1 |f:2.3|. Reported procedure: 0.105 g (0.257 mmol) of the compound of Example 9 is dissolved in 25 ml of 90% THF: 10% water. 10 equivalents of LiOH are added. The reaction is refluxed for 3 hours, 200 ml of EtOAc are added, acidified by concentrated HCl and the solution is washed with 2×100 ml of water and 1×100 ml of brine. Organic layer dried over MgSO4, and concentrated. The residue is purified on a silica gel column with 95% EtOAc, 5% MeOH to yield 30 mg of the product as a light yellow powder. The reactants are [Cl-].ClCC1=C([NH3+])C(=CC=C1)C(F)(F)F (2-(chloromethyl)-6-(trifluoromethyl) anilinium chloride), ClCC(=O)Cl (chloroacetyl chloride). The solvent is C(CCl)Cl (ethylene dichloride). Yields the product ClCC1=C(NC(CCl)=O)C(=CC=C1)C(F)(F)F (2'-(chloromethyl)-6'-(trifluoromethyl)-2-chloroacetanilide). Yield: 81.7%. RXN SMILES: [Cl-].[Cl:2][CH2:3][C:4]1[CH:10]=[CH:9][CH:8]=[C:7]([C:11]([F:14])([F:13])[F:12])[C:5]=1[NH3+:6].[Cl:15][CH2:16][C:17](Cl)=[O:18]>C(Cl)CCl>[Cl:2][CH2:3][C:4]1[CH:10]=[CH:9][CH:8]=[C:7]([C:11]([F:12])([F:13])[F:14])[C:5]=1[NH:6][C:17](=[O:18])[CH2:16][Cl:15] |f:0.1|. Reported procedure: A slurry of 19.85 g (0.0947 mol) of 2-(chloromethyl)-6-(trifluoromethyl) anilinium chloride (prepared as in Example 1 from 20.0 g of sulfoxide) was refluxed in ethylene dichloride with 11.2 g (0.0991 mol) of chloroacetyl chloride for 30 minutes followed by addition of 1.0 g (0.0089 mol) of additional CAC and further reflux for 30 minutes. The virtually clear solution was then cooled to room temperature, washed with 10% aqueous sodium carbonate (80 ml) and dried using sodium sulfate. Evaporation ...